This data is from the Open Reaction Database (ORD), a public repository of structured organic reaction records. The task is: describe an organic reaction: reactants, conditions, products, and yield Starting materials: ClC1=C(C=C(C=C1)Cl)N1CCN(CC1)CC1=CC=C(C=C1)[N+](=O)[O-] (1-(2,5-dichlorophenyl)-4-(p-nitrobenzyl)piperazine). The reagents and catalysts are [Cl-].[Cl-].[Cl-].[Ti+3] (titanium trichloride). Yields the product ClC1=C(C=C(C=C1)Cl)N1CCN(CC1)CC1=CC=C(C=C1)N (1-(2,5-dichlorophenyl)-4-[(4-aminophenyl)methyl]piperazine). RXN SMILES: [Cl:1][C:2]1[CH:7]=[CH:6][C:5]([Cl:8])=[CH:4][C:3]=1[N:9]1[CH2:14][CH2:13][N:12]([CH2:15][C:16]2[CH:21]=[CH:20][C:19]([N+:22]([O-])=O)=[CH:18][CH:17]=2)[CH2:11][CH2:10]1>[Cl-].[Cl-].[Cl-].[Ti+3]>[Cl:1][C:2]1[CH:7]=[CH:6][C:5]([Cl:8])=[CH:4][C:3]=1[N:9]1[CH2:14][CH2:13][N:12]([CH2:15][C:16]2[CH:21]=[CH:20][C:19]([NH2:22])=[CH:18][CH:17]=2)[CH2:11][CH2:10]1 |f:1.2.3.4|. Reported procedure: In the manner given in Example 1B, 1-(2,5-dichlorophenyl)-4-(p-nitrobenzyl)piperazine is reduced with aqueous titanium trichloride to give 1-(2,5-dichlorophenyl)-4-[(4-aminophenyl)methyl]piperazine. Reactants: C1(C=2C(C(N1CC(CCC(C)=O)=O)=O)=CC=CC2)=O (6-phthalimido-2,5-hexanedione), NCC(=O)O (glycine). Solvent: C(C)#N (acetonitrile). Yields the product OC(=O)CN1C(=CC=C1C)CN1C(C=2C(C1=O)=CC=CC2)=O (1-(Hydroxy-carbonyl-methyl)-2-(phthalimido-methyl)-5-methyl-pyrrole). As a reaction SMILES: [C:1]1(=[O:19])[N:5]([CH2:6][C:7](=O)[CH2:8][CH2:9][C:10](=O)[CH3:11])[C:4](=[O:14])[C:3]2=[CH:15][CH:16]=[CH:17][CH:18]=[C:2]12.[NH2:20][CH2:21][C:22]([OH:24])=[O:23]>C(#N)C>[OH:24][C:22]([CH2:21][N:20]1[C:10]([CH3:11])=[CH:9][CH:8]=[C:7]1[CH2:6][N:5]1[C:4](=[O:14])[C:3]2=[CH:15][CH:16]=[CH:17][CH:18]=[C:2]2[C:1]1=[O:19])=[O:23]. Reported procedure: 5.2 g (0.02 mol) of 6-phthalimido-2,5-hexanedione and 1.6 g (0.02 mol) of glycine are stirred in 50 ml of acetonitrile at 80° C. for 1 hour. After the mixture has been concentrated, it is extracted under alkaline conditions with methylene chloride and the extract is acidified and extracted again. The resulting product is recrystallised from methanol. Starting materials: [Li]CCCC, C1CCOC1, C[Si](C)(C)Cl, Cc1cnc2c(c1)CCCC2, CCCCCC. The product is Cc1cnc2c(c1)CCCC2[Si](C)(C)C. RXN SMILES: [CH2:12]([Li:13])[CH2:14][CH2:15][CH3:16].[CH2:28]1[O:29][CH2:30][CH2:31][CH2:32]1.[CH3:17][Si:18]([CH3:19])([CH3:20])[Cl:21].[CH3:1][c:2]1[cH:3][n:4][c:5]2[c:10]([cH:11]1)[CH2:9][CH2:8][CH2:7][CH2:6]2.[CH3:22][CH2:23][CH2:24][CH2:25][CH2:26][CH3:27]>>[CH3:1][c:2]1[cH:3][n:4][c:5]2[c:10]([cH:11]1)[CH2:9][CH2:8][CH2:7][CH:6]2[Si:18]([CH3:17])([CH3:19])[CH3:20]. The reactants are C(C)(C)NC=1NC(C=CN1)(C)O (2-Isopropylamino-6-hydroxy-6-methylpyrimidine), C(=O)([O-])[O-].[K+].[K+] (K2CO3), CC1(C(C1)(Cl)Cl)CBr (1-methyl-2,2-dichlorocyclopropylmethylbromide). Solvent: CN(C=O)C (dimethylformamide). Product: C(C)(C)NC1=NC(=CC(=N1)C)OCC1(C(C1)(Cl)Cl)C (2-Isopropylamino-4-methyl-6-[(1-methyl-2,2-dichlorocyclopropyl)methoxy]pyrimidine). As a reaction SMILES: [CH:1]([NH:4][C:5]1[NH:6][C:7]([OH:12])(C)[CH:8]=[CH:9][N:10]=1)([CH3:3])[CH3:2].[C:13]([O-])([O-])=O.[K+].[K+].[CH3:19][C:20]1([CH2:25]Br)[CH2:22][C:21]1([Cl:24])[Cl:23]>CN(C)C=O>[CH:1]([NH:4][C:5]1[N:10]=[C:9]([CH3:13])[CH:8]=[C:7]([O:12][CH2:19][C:20]2([CH3:25])[CH2:22][C:21]2([Cl:24])[Cl:23])[N:6]=1)([CH3:2])[CH3:3] |f:1.2.3|. Procedure: 8.4 g (0.05 mol) 2-Isopropylamino-6-hydroxy-6-methylpyrimidine, 6.9 g (0.05 mol) K2CO3, 6.9 g (0.05 mol) 1-methyl-2,2-dichlorocyclopropylmethylbromide and 100 ml absolute dimethylformamide are charged in a sulphonation flask and the mixture heated for 26 hours at a bath temperature of 110°. After cooling, the reaction mixture is filtered over diatomaceous earth and concentrated. The resulting orange-red oil is chromatographed on silica gel, using diethylether:n-hexane 1:1 as mobile phase. The ti... Reactants: CC(=O)O, COCC(=O)Nc1cc(Oc2ccc([N+](=O)[O-])cc2C)ccn1, CO. Yields the product COCC(=O)Nc1cc(Oc2ccc(N)cc2C)ccn1. RXN SMILES: [C:26]([OH:27])(=[O:28])[CH3:29].[CH3:1][O:2][CH2:3][C:4](=[O:5])[NH:6][c:7]1[n:8][cH:9][cH:10][c:11]([O:13][c:14]2[c:15]([CH3:23])[cH:16][c:17]([N+:20]([O-:21])=[O:22])[cH:18][cH:19]2)[cH:12]1.[CH3:24][OH:25]>>[CH3:1][O:2][CH2:3][C:4](=[O:5])[NH:6][c:7]1[n:8][cH:9][cH:10][c:11]([O:13][c:14]2[c:15]([CH3:23])[cH:16][c:17]([NH2:20])[cH:18][cH:19]2)[cH:12]1. The reactants are N (ammonia), C(C)(=O)NC=1C(C2=CC(=C(C=C2C(C1Br)=O)C)C)=O (2-acetamido-3-bromo-6,7-dimethyl-1,4-naphthoquinone), material. The solvent is [N+](=O)([O-])C1=CC=CC=C1 (nitrobenzene). Reaction conditions: temperature 216 celsius. Product: C(C)(=O)NC=1C(C2=CC(=C(C=C2C(C1N)=O)C)C)=O (2-Acetamido-3-amino-6,7-dimethyl-1,4-naphthoquinone). As a reaction SMILES: [NH3:1].[C:2]([NH:5][C:6]1[C:7](=[O:20])[C:8]2[C:13]([C:14](=[O:17])[C:15]=1Br)=[CH:12][C:11]([CH3:18])=[C:10]([CH3:19])[CH:9]=2)(=[O:4])[CH3:3]>[N+](C1C=CC=CC=1)([O-])=O>[C:2]([NH:5][C:6]1[C:7](=[O:20])[C:8]2[C:13]([C:14](=[O:17])[C:15]=1[NH2:1])=[CH:12][C:11]([CH3:18])=[C:10]([CH3:19])[CH:9]=2)(=[O:4])[CH3:3]. Procedure: Dry ammonia was passed through a stirred refluxing solution of 2-acetamido-3-bromo-6,7-dimethyl-1,4-naphthoquinone (7.5 g) in nitrobenzene (50 ml) for 1 hr. and the mixture cooled. The red solid which separated was filtered off, washed well with ether-petrol and then water to give 4.46 g. (77%) of material of mp 212°-216° C. Recrystallisation from ethanol raised the melting point to 216° C., ν max(mull), 3400, 3270, 1675, 1665, 1630 cm-1. δ (DMSO) 2.05 (3H,s); 2.35 (6H,s); 6.64 (2H, exchangeable...